The task is: describe an organic reaction: reactants, conditions, products, and yield. This data is from the Open Reaction Database (ORD), a public repository of structured organic reaction records. Reactants: CO, CCC(=O)N1N=C(c2ccc([N+](=O)[O-])c(C)c2)c2cc(Cl)c(Cl)cc2CC1C, ClCCl, NN, O. The product is CCC(=O)N1N=C(c2ccc(N)c(C)c2)c2cc(Cl)c(Cl)cc2CC1C. RXN SMILES: [CH3:32][OH:33].[Cl:1][c:2]1[c:3]([Cl:28])[cH:4][c:5]2[c:6]([cH:27]1)[CH2:7][CH:8]([CH3:26])[N:9]([C:22]([CH2:23][CH3:24])=[O:25])[N:10]=[C:11]2[c:12]1[cH:13][c:14]([CH3:21])[c:15]([N+:18]([O-:19])=[O:20])[cH:16][cH:17]1.[Cl:34][CH2:35][Cl:36].[NH2:30][NH2:31].[OH2:29]>>[Cl:1][c:2]1[c:3]([Cl:28])[cH:4][c:5]2[c:6]([cH:27]1)[CH2:7][CH:8]([CH3:26])[N:9]([C:22]([CH2:23][CH3:24])=[O:25])[N:10]=[C:11]2[c:12]1[cH:13][c:14]([CH3:21])[c:15]([NH2:18])[cH:16][cH:17]1. Starting materials: CC(=O)N1N=C(c2cc(Br)ccc2F)CC1(CCC=O)c1ccccc1, CC(=O)N1CCNCC1, CC(=O)O[BH-](OC(C)=O)OC(C)=O, [Na+]. The product is CC(=O)N1CCN(CCCC2(c3ccccc3)CC(c3cc(Br)ccc3F)=NN2C(C)=O)CC1. As a reaction SMILES: [C:1]([CH3:2])(=[O:3])[N:4]1[N:5]=[C:6]([c:19]2[c:20]([F:26])[cH:21][cH:22][c:23]([Br:25])[cH:24]2)[CH2:7][C:8]1([c:9]1[cH:10][cH:11][cH:12][cH:13][cH:14]1)[CH2:15][CH2:16][CH:17]=[O:18].[C:27]([CH3:28])(=[O:29])[N:30]1[CH2:31][CH2:32][NH:33][CH2:34][CH2:35]1.[C:36]([O:37][BH-:38]([O:39][C:40](=[O:41])[CH3:42])[O:43][C:44](=[O:45])[CH3:46])(=[O:47])[CH3:48].[Na+:49]>>[C:1]([CH3:2])(=[O:3])[N:4]1[N:5]=[C:6]([c:19]2[c:20]([F:26])[cH:21][cH:22][c:23]([Br:25])[cH:24]2)[CH2:7][C:8]1([c:9]1[cH:10][cH:11][cH:12][cH:13][cH:14]1)[CH2:15][CH2:16][CH2:17][N:33]1[CH2:32][CH2:31][N:30]([C:27]([CH3:28])=[O:29])[CH2:35][CH2:34]1.